Dataset: the Open Reaction Database (ORD), a public repository of structured organic reaction records. Task: describe an organic reaction: reactants, conditions, products, and yield The reactants are C(C1=CC=CC=C1)OC(=O)NC(C)C=1C(=C(C(=C(C1)Cl)Cl)C1CN(C1)C(=O)OC(C)(C)C)OC (tert-Butyl 3-[3-(1-{[(benzyloxy)carbonyl]amino}ethyl)-5,6-dichloro-2-methoxyphenyl]azetidine-1-carboxylate), FC(C(=O)O)(F)F (trifluoroacetic acid), C([O-])(O)=O.[Na+] (sodium bicarbonate). Solvent: CO (methanol), C(Cl)Cl (methylene chloride), CCOC(=O)C (EtOAc). Reaction conditions: time 30 minute. Product: N1CC(C1)C=1C(=C(C=C(C1Cl)Cl)C(C)NC(OCC1=CC=CC=C1)=O)OC (Benzyl [1-(3-azetidin-3-yl-4,5-dichloro-2-methoxyphenyl)ethyl]carbamate). Yield: 112.8%. As a reaction SMILES: [CH2:1]([O:8][C:9]([NH:11][CH:12]([C:14]1[C:15]([O:33][CH3:34])=[C:16]([CH:22]2[CH2:25][N:24](C(OC(C)(C)C)=O)[CH2:23]2)[C:17]([Cl:21])=[C:18]([Cl:20])[CH:19]=1)[CH3:13])=[O:10])[C:2]1[CH:7]=[CH:6][CH:5]=[CH:4][CH:3]=1.FC(F)(F)C(O)=O.C(=O)(O)[O-].[Na+]>C(Cl)Cl.CO.CCOC(C)=O>[NH:24]1[CH2:25][CH:22]([C:16]2[C:15]([O:33][CH3:34])=[C:14]([CH:12]([NH:11][C:9](=[O:10])[O:8][CH2:1][C:2]3[CH:7]=[CH:6][CH:5]=[CH:4][CH:3]=3)[CH3:13])[CH:19]=[C:18]([Cl:20])[C:17]=2[Cl:21])[CH2:23]1 |f:2.3|. Procedure: A solution of tert-butyl 3-[3-(1-{[(benzyloxy)carbonyl]amino}ethyl)-5,6-dichloro-2-methoxyphenyl]azetidine-1-carboxylate (200 mg, 0.39 mmol, from Example 194, Step 6) in methylene chloride (10 mL) was treated with trifluoroacetic acid (5 mL) and stirred at room temperature for 30 minutes. The reaction mixture was concentrated to give a residue that was dissolved in methanol (˜20 mL) and treated with saturated sodium bicarbonate solution (pH˜8). The methanol was then removed in vacuo to give an a... Reactants: C[Mg+].[Br-] (MeMgBr), solution, CC(=O)C1=C(C=C(C=C1)F)F (2,4-difluoroacetophenone). The solvent is C(C)OCC (diethyl ether), C(C)OCC (diethyl ether). Yields the product FC1=C(C=CC(=C1)F)C(C)(C)O (2-(2,4-Difluoro-phenyl)-propan-2-ol). Isolated yield 93.0%. As a reaction SMILES: [CH3:1][Mg+].[Br-].[CH3:4][C:5]([C:7]1[CH:12]=[CH:11][C:10]([F:13])=[CH:9][C:8]=1[F:14])=[O:6]>C(OCC)C>[F:14][C:8]1[CH:9]=[C:10]([F:13])[CH:11]=[CH:12][C:7]=1[C:5]([OH:6])([CH3:1])[CH3:4] |f:0.1|. Procedure details: MeMgBr (1.83 ml of a 3M solution in diethyl ether, 5.5 mmol) was added dropwise to a solution of 2,4-difluoroacetophenone (782 mg, 5.0 mmol) in diethyl ether (20 ml) at 0° C. The reaction was warmed to room temperature and after 1 hour was quenched and washed with water (2×20 ml), dried (MgSO4) and concentrated under reduced pressure to give the title product as colourless oil (800 mg, 93%). Starting materials: NC1=C2N=C(N(C2=NC(=N1)S)CC1=CC=CC=C1)O (6-amino-9-benzyl-8-hydroxy-2-mercaptopurine), C([O-])([O-])=O.[K+].[K+] (potassium carbonate), C(C)SCCl (chloromethyl ethyl sulfide). Run in CN(C=O)C (dimethylformamide). Run at time 2 hour. Yields the product NC1=C2N=C(N(C2=NC(=N1)SCCSC)CC1=CC=CC=C1)O (6-Amino-9-benzyl-8-hydroxy-2-[2-(methylthio)ethyl]thiopurine). The yield is 16.4%. RXN SMILES: [NH2:1][C:2]1[N:10]=[C:9]([SH:11])[N:8]=[C:7]2[C:3]=1[N:4]=[C:5]([OH:19])[N:6]2[CH2:12][C:13]1[CH:18]=[CH:17][CH:16]=[CH:15][CH:14]=1.C(=O)([O-])[O-].[K+].[K+].[CH2:26]([S:28][CH2:29]Cl)[CH3:27]>CN(C)C=O>[NH2:1][C:2]1[N:10]=[C:9]([S:11][CH2:27][CH2:26][S:28][CH3:29])[N:8]=[C:7]2[C:3]=1[N:4]=[C:5]([OH:19])[N:6]2[CH2:12][C:13]1[CH:18]=[CH:17][CH:16]=[CH:15][CH:14]=1 |f:1.2.3|. Procedure: Crude 6-amino-9-benzyl-8-hydroxy-2-mercaptopurine (134 mg, 0.49 mmol) was suspended in dimethylformamide (60 ml). To the suspension were added potassium carbonate (100 mg, 0.72 mmol) and chloromethyl ethyl sulfide (0.08 ml, 0.7 mmol) in order. The mixture was stirred at room temperature for 2 hours. The solvent was removed in vacuo, and the residue was purified by silica gel chromatography (3% methanol/chloroform) to give the subject compound (28 mg, yield 16%). Starting materials: COC(=O)c1cccc(CBr)c1, O=C([O-])[O-], Oc1cccc(Cc2c(Cc3ccccc3)cnc3c(C(F)(F)F)cccc23)c1, CC#N, [Cs+], [Cs+]. The product is COC(=O)c1cccc(COc2cccc(Cc3c(Cc4ccccc4)cnc4c(C(F)(F)F)cccc34)c2)c1. Reaction SMILES: [Br:30][CH2:31][c:32]1[cH:33][c:34]([C:35](=[O:36])[O:37][CH3:38])[cH:39][cH:40][cH:41]1.[C:42](=[O:43])([O-:44])[O-:45].[CH2:1]([c:2]1[cH:3][cH:4][cH:5][cH:6][cH:7]1)[c:8]1[cH:9][n:10][c:11]2[c:12]([C:26]([F:27])([F:28])[F:29])[cH:13][cH:14][cH:15][c:16]2[c:17]1[CH2:18][c:19]1[cH:20][c:21]([OH:25])[cH:22][cH:23][cH:24]1.[CH3:48][C:49]#[N:50].[Cs+:46].[Cs+:47]>>[CH2:1]([c:2]1[cH:3][cH:4][cH:5][cH:6][cH:7]1)[c:8]1[cH:9][n:10][c:11]2[c:12]([C:26]([F:27])([F:28])[F:29])[cH:13][cH:14][cH:15][c:16]2[c:17]1[CH2:18][c:19]1[cH:20][c:21]([O:25][CH2:31][c:32]2[cH:33][c:34]([C:35](=[O:36])[O:37][CH3:38])[cH:39][cH:40][cH:41]2)[cH:22][cH:23][cH:24]1. Reactants: [OH-].[Na+] (sodium hydroxide), [OH-].[Na+] (NaOH), C(C1=CC=CC=C1)Cl (Benzyl chloride), C(COCCOCCOCCOCCOCCO)O (hexaethylene glycol). Run in O (water), [Cl-].[Na+].O (brine). Conditions: temperature 100 celsius, time 18 hour. The product is C(C1=CC=CC=C1)OCCOCCOCCOCCOCCOCCO (Hexaethylene glycol monobenzyl ether). RXN SMILES: [OH-].[Na+].[CH2:3]([OH:21])[CH2:4][O:5][CH2:6][CH2:7][O:8][CH2:9][CH2:10][O:11][CH2:12][CH2:13][O:14][CH2:15][CH2:16][O:17][CH2:18][CH2:19][OH:20].[CH2:22](Cl)[C:23]1[CH:28]=[CH:27][CH:26]=[CH:25][CH:24]=1>O.[Cl-].[Na+].O>[CH2:22]([O:20][CH2:19][CH2:18][O:17][CH2:16][CH2:15][O:14][CH2:13][CH2:12][O:11][CH2:10][CH2:9][O:8][CH2:7][CH2:6][O:5][CH2:4][CH2:3][OH:21])[C:23]1[CH:28]=[CH:27][CH:26]=[CH:25][CH:24]=1 |f:0.1,5.6.7|. Reported procedure: An aqueous sodium hydroxide solution prepared by dissolving 3.99 g (100 mmol) NaOH in 4 ml water was added slowly to non-polydispersed hexaethylene glycol (28.175 g, 25 ml, 100 mmol). Benzyl chloride (3.9 g, 30.8 mmol, 3.54 ml) was added and the reaction mixture was heated with stirring to 100° C. for 18 hours. The reaction mixture was then cooled, diluted with brine (250 ml) and extracted with methylene chloride (200 ml×2). The combined organic layers were washed with brine once, dried over Na2... The reactants are ClC1=CC=C(C=C1)O (4-chlorophenol), BrCC(=O)OC (methyl bromoacetate), C([O-])([O-])=O.[Cs+].[Cs+] (cesium carbonate), CC(=O)C (acetone). Product: ClC1=CC=C(OCC(=O)O)C=C1 ((4-Chlorophenoxy)acetic acid). Procedure: A mixture of 4-chlorophenol (500 mg), methyl bromoacetate (0.368 ml), cesium carbonate (1.9 g) and 5 ml of acetone was stirred at room temperature for 12 h. Ethyl acetate and water were then added to the reaction solution, and the organic phase was washed twice with water, dried over sodium sulfate and filtered, and the solvent was removed in vacuo. The crude product was dissolved in a 1:1 THF/water mixture (10 ml), and potassium hydroxide (417 mg) was added. The reaction was stirred at room tem... RXN SMILES: [Cl:1][C:2]1[CH:7]=[CH:6][C:5]([OH:8])=[CH:4][CH:3]=1.Br[CH2:10][C:11]([O:13]C)=[O:12].C(=O)([O-])[O-].[Cs+].[Cs+].CC(C)=O>CC#N.O.C(OCC)(=O)C>[Cl:1][C:2]1[CH:7]=[CH:6][C:5]([O:8][CH2:10][C:11]([OH:13])=[O:12])=[CH:4][CH:3]=1 |f:2.3.4|. Run in O (water), C(C)(=O)OCC (Ethyl acetate), CC#N (CH3CN). Conditions: time 12 hour. Starting materials: ClC1=C(C=C(C=C1)O)[N+](=O)[O-] (4-chloro-3-nitrophenol). The reagents and catalysts are [Pd] (Pd/C). Solvent: CO (methanol). The product is ClC1=C(C=C(C=C1)O)N (4-chloro-3-aminophenol). Reaction SMILES: [Cl:1][C:2]1[CH:7]=[CH:6][C:5]([OH:8])=[CH:4][C:3]=1[N+:9]([O-])=O>CO.[Pd]>[Cl:1][C:2]1[CH:7]=[CH:6][C:5]([OH:8])=[CH:4][C:3]=1[NH2:9]. Procedure: A solution of 4-chloro-3-nitrophenol (2.67 g, 15.4 mmol) in methanol (30 ml) is stirred for 24 h under a hydrogen atmosphere in the presence of a catalytic amount of Pd/C. After this time, the reaction mixture is filtered through Celite and then concentrated. It is purified by flash chromatography with a mixture (95/5/1) and then (90/9/1) of dichloromethane/methanol/aqueous ammonia. Product: C(C1=CC=CC=C1)N[C@H]1C(NC2=C(CC1)C=CC=C2)=O (3(R)-(Benzylamino)-2,3,4,5-tetrahydro-1H-1-benzazepin-2-one). Procedure details: A solution of 528 mg (3.0 mmol) of 3(R)-amino-2,3,4,5-tetrahydro-1H-1-benzazepin-2-one (Example 1, Step B) in 45 mL of absolute methanol at room temperature was treated with 4.5 g of powdered 3A molecular sieves followed by dropwise addition of a solution of 954 mg (9.0 mmol, 3 eq.) of benzaldehyde in 15 mL of methanol. The pH of the mixture was adjusted to 7 by addition of trifluoroacetic acid then stirred at room temperature for 2 hours. Sodium cynaoborohydride (18 mL of 1.0M THF solution: 18 ... The solvent is CO (methanol), C1CCOC1 (THF), CO (methanol). Reactants: C(C1=CC=CC=C1)=O (benzaldehyde), FC(C(=O)O)(F)F (trifluoroacetic acid), [Na] (Sodium), N[C@H]1C(NC2=C(CC1)C=CC=C2)=O (3(R)-amino-2,3,4,5-tetrahydro-1H-1-benzazepin-2-one), 3A. RXN SMILES: [NH2:1][C@@H:2]1[CH2:8][CH2:7][C:6]2[CH:9]=[CH:10][CH:11]=[CH:12][C:5]=2[NH:4][C:3]1=[O:13].[CH:14](=O)[C:15]1[CH:20]=[CH:19][CH:18]=[CH:17][CH:16]=1.FC(F)(F)C(O)=O.[Na]>CO.C1COCC1>[CH2:14]([NH:1][C@@H:2]1[CH2:8][CH2:7][C:6]2[CH:9]=[CH:10][CH:11]=[CH:12][C:5]=2[NH:4][C:3]1=[O:13])[C:15]1[CH:20]=[CH:19][CH:18]=[CH:17][CH:16]=1 |^1:28|. Reaction conditions: time 2 hour. Isolated yield 51.3%.